This data is from the Open Reaction Database (ORD), a public repository of structured organic reaction records. The task is: describe an organic reaction: reactants, conditions, products, and yield Starting materials: C(C)OC(C=1C=C(C=O)C=CC1)OCC (3-(diethoxymethyl)benzaldehyde), S(=O)(=O)([O-])[O-].[Na+].[Na+] (sodium sulfate), NC1=C2COC(C2=CC=C1)=O (4-aminoisobenzofuran-1(3H)-one). The solvent is ClCCl (dichloromethane). Conditions: time 6 day. Yields the product C(C)OC(C=1C=C(\C=N\C2=C3COC(C3=CC=C2)=O)C=CC1)OCC ((E)-4-(3-(diethoxymethyl)benzylideneamino)isobenzofuran-1(3H)-one). The yield is 60.9%. As a reaction SMILES: [CH2:1]([O:3][CH:4]([O:13][CH2:14][CH3:15])[C:5]1[CH:6]=[C:7]([CH:10]=[CH:11][CH:12]=1)[CH:8]=O)[CH3:2].S([O-])([O-])(=O)=O.[Na+].[Na+].[NH2:23][C:24]1[CH:32]=[CH:31][CH:30]=[C:29]2[C:25]=1[CH2:26][O:27][C:28]2=[O:33]>ClCCl>[CH2:1]([O:3][CH:4]([O:13][CH2:14][CH3:15])[C:5]1[CH:6]=[C:7]([CH:10]=[CH:11][CH:12]=1)/[CH:8]=[N:23]/[C:24]1[CH:32]=[CH:31][CH:30]=[C:29]2[C:25]=1[CH2:26][O:27][C:28]2=[O:33])[CH3:2] |f:1.2.3|. Procedure: To a stirred mixture of 3-(diethoxymethyl)benzaldehyde (3.75 g, 18 mmol) and anhydrous sodium sulfate (21.3 g, 150 mmol) in anhydrous dichloromethane (300 mL) was added 4-aminoisobenzofuran-1(3H)-one (2.24 g, 15 mmol) at 0° C. After the addition, the mixture was stirred at room temperature for 6 days. The mixture was filtered and the cake was washed with dichloromethane (50 mL×3). The filtrate was concentrated to give crude product. The crude product was washed with petroleum ether to give (E)-4... The reactants are CC(C)=O, [N-]=[N+]=[N-], [Na+], O=C(Cl)CCOc1ccccc1, O. Product: [N-]=[N+]=NC(=O)CCOc1ccccc1. Reaction SMILES: [CH3:17][C:18](=[O:19])[CH3:20].[N-:14]=[N+:15]=[N-:16].[Na+:13].[O:1]([c:2]1[cH:3][cH:4][cH:5][cH:6][cH:7]1)[CH2:8][CH2:9][C:10](=[O:11])[Cl:12].[OH2:21]>>[O:1]([c:2]1[cH:3][cH:4][cH:5][cH:6][cH:7]1)[CH2:8][CH2:9][C:10](=[O:11])[N:14]=[N+:15]=[N-:16]. The reactants are O (water), CCN=C=NCCCN(C)C (WSC), OC1=C(C(OC(=C1)C)=O)C(=O)O (4-hydroxy-6-methyl-2-oxo-2H-pyrane-3-carboxylic acid), CC(C)(C)O (2-methyl-2-propanol). Reagents/catalysts: CN(C1=CC=NC=C1)C (4-dimethylaminopyridine). Run in C1(=CC=CC=C1)C (toluene). Reaction conditions: time 16 hour. Product: OC1=C(C(OC(=C1)C)=O)C(=O)OC(C)(C)C (tert-butyl 4-hydroxy-6-methyl-2-oxo-2H-pyrane-3-carboxylate). Isolated yield 32.4%. Reaction SMILES: [OH:1][C:2]1[CH:7]=[C:6]([CH3:8])[O:5][C:4](=[O:9])[C:3]=1[C:10]([OH:12])=[O:11].[CH3:13][C:14](O)([CH3:16])[CH3:15].CCN=C=NCCCN(C)C.O>C1(C)C=CC=CC=1.CN(C)C1C=CN=CC=1>[OH:1][C:2]1[CH:7]=[C:6]([CH3:8])[O:5][C:4](=[O:9])[C:3]=1[C:10]([O:12][C:14]([CH3:16])([CH3:15])[CH3:13])=[O:11]. Procedure: In 18 ml of toluene, 0.51 g of 4-hydroxy-6-methyl-2-oxo-2H-pyrane-3-carboxylic acid, 0.67 g of 2-methyl-2-propanol and 0.07 g of 4-dimethylaminopyridine were dissolved, and 0.58 g of WSC was added and the mixture was stirred at room temperature for 16 hours. Subsequently, water was poured into the reaction mixture, and the reaction mixture was extracted with ethyl acetate. The resultant organic layer was washed with a saturated solution of sodium chrolide, dried over anhydrous magnesium sulfate ... Starting materials: C(OC)(OC)=O (dimethyl carbonate), C1CCCC12C(CCCC2)=O (spiro[4.5]decan-6-one), [H-].[Na+] (sodium hydride), CC(C)([O-])C.[K+] (potassium tert-butoxide). Run in C(C)(=O)OCC (ethyl acetate), O (water), C(C)(=O)O (acetic acid), O1CCCC1 (tetrahydrofuran), O1CCCC1 (tetrahydrofuran). The product is COC(=O)C1C(C2(CCCC2)CCC1)=O (6-oxo-spiro[4.5]decane-7-carboxylic acid methyl ester). RXN SMILES: [H-].[Na+].CC(C)([O-])C.[K+].[C:9](=[O:14])([O:12][CH3:13])OC.[CH2:15]1[C:19]2([CH2:24][CH2:23][CH2:22][CH2:21][C:20]2=[O:25])[CH2:18][CH2:17][CH2:16]1>O1CCCC1.C(OCC)(=O)C.O.C(O)(=O)C>[CH3:13][O:12][C:9]([CH:21]1[CH2:22][CH2:23][CH2:24][C:19]2([CH2:15][CH2:16][CH2:17][CH2:18]2)[C:20]1=[O:25])=[O:14] |f:0.1,2.3|. Procedure details: To a suspension of 60% sodium hydride (4.59 g) and potassium tert-butoxide (1.52 g) in tetrahydrofuran (100 mL) was added dimethyl carbonate (7.89 mL) under argon atmosphere at 85° C. To this mixture was added dropwise a solution of spiro[4.5]decan-6-one (8.74 g) obtained in the same manner as in Step 1 in tetrahydrofuran (70 mL) over 1.5 hours. The reaction mixture was heated under reflux for 3 hours. After ice-cooling, to the reaction mixture were added successively acetic acid (7.3 mL), water... The reactants are OC1=C2C=C(N(C2=CC=C1)CC1=CC=CC=C1)C (4-Hydroxy-2-methyl-1-(phenylmethyl)-1H-indole), [H-].[Na+] (NaH), BrC(C(=O)OC)C (methyl 2-bromopropionate). Run in CN(C)C=O (DMF). The product is COC(C(C)OC1=C2C=C(N(C2=CC=C1)CC1=CC=CC=C1)C)=O (2-[[2-methyl-1-(phenylmethyl)-1H-indol-4-yl]oxy]propanoic acid methyl ester), CCOC(=O)C.CCCCCC (EtOAc hexane). Yield: 74.0%. As a reaction SMILES: [OH:1][C:2]1[CH:10]=[CH:9][CH:8]=[C:7]2[C:3]=1[CH:4]=[C:5]([CH3:18])[N:6]2[CH2:11][C:12]1[CH:17]=[CH:16][CH:15]=[CH:14][CH:13]=1.[H-].[Na+].Br[CH:22]([CH3:27])[C:23]([O:25][CH3:26])=[O:24]>CN(C=O)C>[CH3:26][O:25][C:23](=[O:24])[CH:22]([O:1][C:2]1[CH:10]=[CH:9][CH:8]=[C:7]2[C:3]=1[CH:4]=[C:5]([CH3:18])[N:6]2[CH2:11][C:12]1[CH:17]=[CH:16][CH:15]=[CH:14][CH:13]=1)[CH3:27].[CH3:22][CH2:23][O:24][C:2]([CH3:10])=[O:1].[CH3:9][CH2:10][CH2:2][CH2:3][CH2:4][CH3:5] |f:1.2,6.7|. Procedure details: 4-Hydroxy-2-methyl-1-(phenylmethyl)-1H-indole (483 mg, 2.0 mmol) was reacted with 82 mg (2.0 mmol) of 60% NaH/mineral oil in 20 mL of DMF and then with 0.22 mL (2.0 mmol) of dl-methyl 2-bromopropionate as described in Example 1, Part E to give after chromatography on silica gel eluting with 20% EtOAc/hexane 480 mg (74% yield) of dl-2-[[2-methyl-1-(phenylmethyl)-1H-indol-4-yl]oxy]propanoic acid methyl ester. Reaction conditions: temperature 0 celsius, time 2 hour. RXN SMILES: [CH3:1][O:2][C:3]1[CH:17]=[C:16]([CH:18]([CH3:40])[C:19](=[O:39])[NH:20][CH2:21][C:22]2[C:23]([C:32]3[CH:33]=[C:34]([CH3:38])[CH:35]=[CH:36][CH:37]=3)=[N:24][C:25]([C:28]([F:31])([F:30])[F:29])=[CH:26][CH:27]=2)[CH:15]=[CH:14][C:4]=1[CH2:5][NH:6]C(=O)OC(C)(C)C.FC(F)(F)C(O)=O.C([O-])(O)=O.[Na+]>ClCCl>[NH2:6][CH2:5][C:4]1[CH:14]=[CH:15][C:16]([CH:18]([CH3:40])[C:19]([NH:20][CH2:21][C:22]2[C:23]([C:32]3[CH:33]=[C:34]([CH3:38])[CH:35]=[CH:36][CH:37]=3)=[N:24][C:25]([C:28]([F:29])([F:30])[F:31])=[CH:26][CH:27]=2)=[O:39])=[CH:17][C:3]=1[O:2][CH3:1] |f:2.3|. Run in ClCCl (dichloromethane). Product: NCC1=C(C=C(C=C1)C(C(=O)NCC=1C(=NC(=CC1)C(F)(F)F)C=1C=C(C=CC1)C)C)OC (2-(4-(Aminomethyl)-3-methoxyphenyl)-N-((2-m-tolyl-6-(trifluoromethyl)pyridin-3-yl)methyl)propanamide). Yield: 113.8%. Reactants: FC(C(=O)O)(F)F (trifluoroacetic acid), COC1=C(CNC(OC(C)(C)C)=O)C=CC(=C1)C(C(NCC=1C(=NC(=CC1)C(F)(F)F)C=1C=C(C=CC1)C)=O)C (tert-butyl 2-methoxy-4-(1-oxo-1-((2-m-tolyl-6-(trifluoromethyl)pyridin-3-yl)methylamino)propan-2-yl)benzylcarbamate), C(=O)(O)[O-].[Na+] (NaHCO3). Procedure: To a stirred solution of tert-butyl 2-methoxy-4-(1-oxo-1-((2-m-tolyl-6-(trifluoromethyl)pyridin-3-yl)methylamino)propan-2-yl)benzylcarbamate (161 mg, 0.29 mmol) in dichloromethane (4 mL), cooled to 0° C., were added trifluoroacetic acid (2 mL). The resulting reaction mixture was stirred for 2 h at 0° C. and 2 h at room temperature, then basified to pH 8-9 with aq. NaHCO3. The mixture was filtered using celite pad. The filtrate dissolved in dichloromethane and extracted with NaHCO3. The organic l... The reactants are C1(CCC1)CCC[C@H](CC(=O)OC(C)(C)C)C=1OC=C(N1)C(=O)N(C)C (tert-butyl (3R)-6-cyclobutyl-3-{4-[(dimethylamino)carbonyl]-1,3-oxazol-2-yl}hexanoate), FC(C(=O)O)(F)F (trifluoroacetic acid). Solvent: ClCCl (dichloromethane). Conditions: time 4 hour. The product is C1(CCC1)CCC[C@H](CC(=O)O)C=1OC=C(N1)C(=O)N(C)C ((3R)-6-cyclobutyl-3-{4-[(dimethylamino)carbonyl]-1,3-oxazol-2-yl}hexanoic Acid). Yield: 79.1%. RXN SMILES: [CH:1]1([CH2:5][CH2:6][CH2:7][C@@H:8]([C:17]2[O:18][CH:19]=[C:20]([C:22]([N:24]([CH3:26])[CH3:25])=[O:23])[N:21]=2)[CH2:9][C:10]([O:12]C(C)(C)C)=[O:11])[CH2:4][CH2:3][CH2:2]1.FC(F)(F)C(O)=O>ClCCl>[CH:1]1([CH2:5][CH2:6][CH2:7][C@@H:8]([C:17]2[O:18][CH:19]=[C:20]([C:22]([N:24]([CH3:26])[CH3:25])=[O:23])[N:21]=2)[CH2:9][C:10]([OH:12])=[O:11])[CH2:4][CH2:3][CH2:2]1. Reported procedure: A solution of tert-butyl (3R)-6-cyclobutyl-3-{4-[(dimethylamino)carbonyl]-1,3-oxazol-2-yl}hexanoate (Preparation 120) (240 mg, 0.66 mmol) in dichloromethane (4 ml) was treated with trifluoroacetic acid (1.2 ml) and stirred at room temperature for 4 hours. The solvent was removed under reduced pressure and the residue azeotroped from toluene and dichloromethane. The oil was purified by column chromatography on silica gel eluting with 97:3:0.3 (dichloromethane:methanol:acetic acid) to afford the t... Starting materials: N#Cc1ccc(N2CCC(=O)CC2)cc1, C1CCOC1, [Li]CCCC, [Cl-], Fc1ccc(C[P+](c2ccccc2)(c2ccccc2)c2ccccc2)cc1. Yields the product N#Cc1ccc(N2CCC(=Cc3ccc(F)cc3)CC2)cc1. Reaction SMILES: [C:34](#[N:35])[c:36]1[cH:37][cH:38][c:39]([N:42]2[CH2:43][CH2:44][C:45](=[O:48])[CH2:46][CH2:47]2)[cH:40][cH:41]1.[CH2:49]1[O:50][CH2:51][CH2:52][CH2:53]1.[CH3:29][CH2:30][CH2:31][CH2:32][Li:33].[Cl-:1].[F:2][c:3]1[cH:4][cH:5][c:6]([CH2:7][P+:8]([c:9]2[cH:10][cH:11][cH:12][cH:13][cH:14]2)([c:15]2[cH:16][cH:17][cH:18][cH:19][cH:20]2)[c:21]2[cH:22][cH:23][cH:24][cH:25][cH:26]2)[cH:27][cH:28]1>>[F:2][c:3]1[cH:4][cH:5][c:6]([CH:7]=[C:45]2[CH2:44][CH2:43][N:42]([c:39]3[cH:38][cH:37][c:36]([C:34]#[N:35])[cH:41][cH:40]3)[CH2:47][CH2:46]2)[cH:27][cH:28]1. As a reaction SMILES: [CH3:33][Si:34]([N-:35][Si:36]([CH3:37])([CH3:38])[CH3:39])([CH3:40])[CH3:41].[CH3:42][S:43]([CH3:44])=[O:45].[F:1][c:2]1[cH:3][c:4]2[o:5][c:6]3[cH:7][c:8]([N:18]4[CH2:19][CH2:20][O:21][CH2:22][CH2:23]4)[cH:9][c:10]([OH:17])[c:11]3[c:12](=[O:16])[c:13]2[cH:14][cH:15]1.[K+:32].[n:24]1[cH:25][c:26]([CH2:30][OH:31])[cH:27][cH:28][cH:29]1>>[c:2]1([O:31][CH2:30][c:26]2[cH:25][n:24][cH:29][cH:28][cH:27]2)[cH:3][c:4]2[o:5][c:6]3[cH:7][c:8]([N:18]4[CH2:19][CH2:20][O:21][CH2:22][CH2:23]4)[cH:9][c:10]([OH:17])[c:11]3[c:12](=[O:16])[c:13]2[cH:14][cH:15]1. Starting materials: C[Si](C)(C)[N-][Si](C)(C)C, CS(C)=O, O=c1c2ccc(F)cc2oc2cc(N3CCOCC3)cc(O)c12, [K+], OCc1cccnc1. Yields the product O=c1c2ccc(OCc3cccnc3)cc2oc2cc(N3CCOCC3)cc(O)c12.